This data is from the Open Reaction Database (ORD), a public repository of structured organic reaction records. The task is: describe an organic reaction: reactants, conditions, products, and yield Reactants: ClC=1C=CC(=C(C1)C1=CC(N(C=C1)CC(=O)OCC)=O)C(F)(F)F (ethyl {4-[5-chloro-2-(trifluoromethyl)phenyl]-2-oxopyridin-1(2H)-yl}acetate), Br.BrCC=1C=NC=CC1 (3-(bromomethyl)pyridine monohydrobromide). The product is ClC=1C=CC(=C(C1)C1=CC(N(C=C1)C(C(=O)OCC)CC=1C=NC=CC1)=O)C(F)(F)F (Ethyl 2-{4-[5-chloro-2-(trifluoromethyl)phenyl]-2-oxopyridin-1(2H)-yl}-3-(pyridin-3-yl)propanoate). As a reaction SMILES: [Cl:1][C:2]1[CH:3]=[CH:4][C:5]([C:21]([F:24])([F:23])[F:22])=[C:6]([C:8]2[CH:13]=[CH:12][N:11]([CH2:14][C:15]([O:17][CH2:18][CH3:19])=[O:16])[C:10](=[O:20])[CH:9]=2)[CH:7]=1.Br.Br[CH2:27][C:28]1[CH:29]=[N:30][CH:31]=[CH:32][CH:33]=1>>[Cl:1][C:2]1[CH:3]=[CH:4][C:5]([C:21]([F:24])([F:22])[F:23])=[C:6]([C:8]2[CH:13]=[CH:12][N:11]([CH:14]([CH2:27][C:28]3[CH:29]=[N:30][CH:31]=[CH:32][CH:33]=3)[C:15]([O:17][CH2:18][CH3:19])=[O:16])[C:10](=[O:20])[CH:9]=2)[CH:7]=1 |f:1.2|. Reported procedure: 216 mg (0.6 mmol) of ethyl {4-[5-chloro-2-(trifluoromethyl)phenyl]-2-oxopyridin-1(2H)-yl}acetate and 228 mg (0.9 mmol) of 3-(bromomethyl)pyridine monohydrobromide were reacted according to General Method 7A. Yield: 39 mg (14% of theory)